From a dataset of the Open Reaction Database (ORD), a public repository of structured organic reaction records. describe an organic reaction: reactants, conditions, products, and yield Reactants: CCCCCCCCCCCCCCCCNc1ccc(C(=O)[O-])cc1, C=CCBr, CN(C)P(=O)(N(C)C)N(C)C, [Na+]. The product is C=CCOC(=O)c1ccc(NCCCCCCCCCCCCCCCC)cc1. RXN SMILES: [CH2:1]([CH2:2][CH2:3][CH2:4][CH2:5][CH2:6][CH2:7][CH2:8][CH2:9][CH2:10][CH2:11][CH2:12][CH2:13][CH2:14][CH2:15][CH3:16])[NH:17][c:18]1[cH:19][cH:20][c:21]([C:22](=[O:23])[O-:24])[cH:25][cH:26]1.[CH2:28]([CH:29]=[CH2:30])[Br:31].[CH3:32][N:33]([P:34]([N:35]([CH3:36])[CH3:37])([N:38]([CH3:39])[CH3:40])=[O:41])[CH3:42].[Na+:27]>>[CH2:1]([CH2:2][CH2:3][CH2:4][CH2:5][CH2:6][CH2:7][CH2:8][CH2:9][CH2:10][CH2:11][CH2:12][CH2:13][CH2:14][CH2:15][CH3:16])[NH:17][c:18]1[cH:19][cH:20][c:21]([C:22](=[O:23])[O:24][CH2:30][CH:29]=[CH2:28])[cH:25][cH:26]1. Reactants: [Al+3], CCOC(=O)C1(Nc2nc(-c3ccc(Br)cc3)cs2)CC1, ClCCl, [H-], [H-], [H-], [H-], [Li+], C1CCOC1. Yields the product OCC1(Nc2nc(-c3ccc(Br)cc3)cs2)CC1. Reaction SMILES: [Al+3:23].[Br:1][c:2]1[cH:3][cH:4][c:5](-[c:8]2[n:9][c:10]([NH:13][C:14]3([C:17](=[O:18])[O:19][CH2:20][CH3:21])[CH2:15][CH2:16]3)[s:11][cH:12]2)[cH:6][cH:7]1.[CH2:33]([Cl:34])[Cl:35].[H-:22].[H-:25].[H-:26].[H-:27].[Li+:24].[O:28]1[CH2:29][CH2:30][CH2:31][CH2:32]1>>[Br:1][c:2]1[cH:3][cH:4][c:5](-[c:8]2[n:9][c:10]([NH:13][C:14]3([CH2:17][OH:18])[CH2:15][CH2:16]3)[s:11][cH:12]2)[cH:6][cH:7]1. Reactants: BrC=1C=C2C(=C(C=NC2=CC1)[N+](=O)[O-])Cl (6-Bromo-4-chloro-3-nitroquinoline), NC1=CC=C(C=C1)C(C#N)(C)C (2-(4-aminophenyl)-2-methylpropanenitrile), O (Water). The solvent is C(C)(=O)O (acetic acid). Conditions: time 2 hour. Yields the product BrC=1C=C2C(=C(C=NC2=CC1)[N+](=O)[O-])NC1=CC=C(C=C1)C(C#N)(C)C (2-(4-(6-Bromo-3-nitroquinolin-4-ylamino)phenyl)-2-methylpropanenitrile). RXN SMILES: [Br:1][C:2]1[CH:3]=[C:4]2[C:9](=[CH:10][CH:11]=1)[N:8]=[CH:7][C:6]([N+:12]([O-:14])=[O:13])=[C:5]2Cl.[NH2:16][C:17]1[CH:22]=[CH:21][C:20]([C:23]([CH3:27])([CH3:26])[C:24]#[N:25])=[CH:19][CH:18]=1.O>C(O)(=O)C>[Br:1][C:2]1[CH:3]=[C:4]2[C:9](=[CH:10][CH:11]=1)[N:8]=[CH:7][C:6]([N+:12]([O-:14])=[O:13])=[C:5]2[NH:16][C:17]1[CH:18]=[CH:19][C:20]([C:23]([CH3:27])([CH3:26])[C:24]#[N:25])=[CH:21][CH:22]=1. Procedure: 6-Bromo-4-chloro-3-nitroquinoline (Compound of Preparation A, 18 g, 62.6 mmol) and 2-(4-aminophenyl)-2-methylpropanenitrile (Compound of Preparation B, 11 g, 68.9 mmol) was dissolved in acetic acid (350 mL) and the mixture was stirred for 2 hours. Water was added and the yellow precipitate was filtered off. The precipitate was washed with water, saturated aqueous NaHCO3 and water. The yellow solid was dried to obtain the title compound. Yield: 19 g (74%); 1H NMR (DMSO-d6, 300 MHz): δ 10.0 (s, 1H... The reactants are CN(C)C=NC=1C=NC(=NC1)C=1C=C(C(=O)OC)C=CC1 (methyl 3-[5-(dimethylaminomethyleneamino)pyrimidin-2-yl]benzoate), S(O)(O)(=O)=O (sulfuric acid). The solvent is CO (methanol). Reaction conditions: temperature 7.5 celsius, time 30 minute. The product is NC=1C=NC(=NC1)C=1C=C(C(=O)OC)C=CC1 (methyl 3-(5-aminopyrimidin-2-yl)benzoate). As a reaction SMILES: CN(C=[N:5][C:6]1[CH:7]=[N:8][C:9]([C:12]2[CH:13]=[C:14]([CH:19]=[CH:20][CH:21]=2)[C:15]([O:17][CH3:18])=[O:16])=[N:10][CH:11]=1)C.S(=O)(=O)(O)O>CO>[NH2:5][C:6]1[CH:11]=[N:10][C:9]([C:12]2[CH:13]=[C:14]([CH:19]=[CH:20][CH:21]=2)[C:15]([O:17][CH3:18])=[O:16])=[N:8][CH:7]=1. Procedure details: 10.2 g (35.9 mmol) of methyl 3-[5-(dimethylaminomethyleneamino)pyrimidin-2-yl]benzoate are suspended in 1 l of methanol. 5.3 ml (107.3 mmol) of fuming sulfuric acid are added dropwise with gentle cooling (about 5-10° C.) (note, strongly exothermic reaction). When the addition is complete, the mixture is stirred firstly at room temperature for 30 min and subsequently at an oil-bath temperature of 88°. The reaction is monitored by means of HPLC. After 20 h, the clear, dark-yellow solution is evapo...